Dataset: the Open Reaction Database (ORD), a public repository of structured organic reaction records. Task: describe an organic reaction: reactants, conditions, products, and yield Starting materials: O=C([O-])O, CC(C)=O, O=S(=O)(OCC(F)(F)F)C(F)(F)F, [K+], COC(=O)c1ccc2ccccc2c1O. Yields the product COC(=O)c1ccc2ccccc2c1OCC(F)(F)F. Reaction SMILES: [C:29](=[O:30])([OH:31])[O-:32].[CH3:34][C:35](=[O:36])[CH3:37].[F:16][C:17]([F:18])([F:19])[S:20]([O:21][CH2:22][C:23]([F:24])([F:25])[F:26])(=[O:27])=[O:28].[K+:33].[OH:1][c:2]1[c:3]([C:12](=[O:13])[O:14][CH3:15])[cH:4][cH:5][c:6]2[cH:7][cH:8][cH:9][cH:10][c:11]12>>[O:1]([c:2]1[c:3]([C:12](=[O:13])[O:14][CH3:15])[cH:4][cH:5][c:6]2[cH:7][cH:8][cH:9][cH:10][c:11]12)[CH2:22][C:23]([F:24])([F:25])[F:26]. Reactants: O=c1[nH]c(=O)n(C2CC(O)C(CO)O2)cc1C=CBr, CC(C)(C)OC(=O)NCCCCCC(=O)O, CN(C)C=O, c1ccc(P(c2ccccc2)c2ccccc2)cc1. Yields the product CC(C)(C)OC(=O)NCCCCCC(=O)OCC1OC(n2cc(C=CBr)c(=O)[nH]c2=O)CC1O. Reaction SMILES: [Br:1][CH:2]=[CH:3][c:4]1[c:5](=[O:19])[nH:6][c:7](=[O:18])[n:8]([CH:9]2[CH2:10][CH:11]([OH:12])[CH:13]([CH2:14][OH:15])[O:16]2)[cH:17]1.[C:39]([CH3:40])([CH3:41])([CH3:42])[O:43][C:44](=[O:45])[NH:46][CH2:47][CH2:48][CH2:49][CH2:50][CH2:51][C:52](=[O:53])[OH:54].[O:55]=[CH:56][N:57]([CH3:58])[CH3:59].[c:20]1([P:21]([c:22]2[cH:23][cH:24][cH:25][cH:26][cH:27]2)[c:28]2[cH:29][cH:30][cH:31][cH:32][cH:33]2)[cH:34][cH:35][cH:36][cH:37][cH:38]1>>[Br:1][CH:2]=[CH:3][c:4]1[c:5](=[O:19])[nH:6][c:7](=[O:18])[n:8]([CH:9]2[CH2:10][CH:11]([OH:12])[CH:13]([CH2:14][O:15][C:52]([CH2:51][CH2:50][CH2:49][CH2:48][CH2:47][NH:46][C:44]([O:43][C:39]([CH3:40])([CH3:41])[CH3:42])=[O:45])=[O:53])[O:16]2)[cH:17]1. Reactants: C(C)(C)(C)OC(=O)N1[C@H](C[C@@H](C1)OS(=O)(=O)C)CO ((2R,4S)-1-t-butoxycarbonyl-4-methanesulfonyloxypyrrolidine-2-methanol), C(C)(=S)[O-].[K+] (potassium thioacetate), C(C)(=O)OCC (ethyl acetate), ice water, Cl (hydrochloric acid). The solvent is CN(C=O)C (dimethylformamide). The product is C(C)(=O)S[C@H]1C[C@H](N(C1)C(=O)OC(C)(C)C)CO ((2S,4S)-4-acetylthio-1-t-butoxycarbonylpyrrolidine-2-methanol). Isolated yield 86.0%. RXN SMILES: [C:1]([O:5][C:6]([N:8]1[CH2:12][C@@H:11](OS(C)(=O)=O)[CH2:10][C@@H:9]1[CH2:18][OH:19])=[O:7])([CH3:4])([CH3:3])[CH3:2].[C:20]([O-:23])(=[S:22])[CH3:21].[K+].C(OCC)(=O)C.Cl>CN(C)C=O>[C:20]([S:22][C@@H:11]1[CH2:12][N:8]([C:6]([O:5][C:1]([CH3:2])([CH3:3])[CH3:4])=[O:7])[C@H:9]([CH2:18][OH:19])[CH2:10]1)(=[O:23])[CH3:21] |f:1.2|. Reported procedure: A solution of (2R,4S)-1-t-butoxycarbonyl-4-methanesulfonyloxypyrrolidine-2-methanol (i.e., a substrate) (11.8 g: 40 mmole) and potassium thioacetate (5.94 g: 52 mmole) in dimethylformamide (120 ml) is stirred at 65° C. for 3.75 hours. The reaction mixture is mixed with ethyl acetate (330 ml), ice water (100 ml), and 1N-hydrochloric acid (20 ml) to adjust the aqueous layer at pH 4. The organic layer is taken, successively washed with water and saturated brine, dried over sodium sulfate, and conce... Starting materials: OC(C(Cl)(Cl)Cl)NC(C1=CN=CC=C1)=O (N-(1-hydroxy-2,2,2-trichloroethyl)nicotinamide), C([O-])(O)=O.[Na+] (sodium bicarbonate), S(=O)(Cl)Cl (thionyl chloride), ClC(C(Cl)(Cl)Cl)NC(C1=CN=CC=C1)=O (N-(1,2,2,2-tetrachloroethyl)nicotinamide). Solvent: C1=CC=CC=C1 (benzene), C(C)N(CC)CC (triethylamine), CO (methanol). Run at time 8 hour. The product is COC(C(Cl)(Cl)Cl)NC(C1=CN=CC=C1)=O (N-(1-methoxy-2,2,2-trichloroethyl)nicotinamide). Reaction SMILES: [OH:1][CH:2]([NH:7][C:8](=[O:15])[C:9]1[CH:14]=[CH:13][CH:12]=[N:11][CH:10]=1)[C:3]([Cl:6])([Cl:5])[Cl:4].S(Cl)(Cl)=O.Cl[CH:21](NC(=O)C1C=CC=NC=1)C(Cl)(Cl)Cl.C(=O)(O)[O-].[Na+]>C(N(CC)CC)C.CO.C1C=CC=CC=1>[CH3:21][O:1][CH:2]([NH:7][C:8](=[O:15])[C:9]1[CH:14]=[CH:13][CH:12]=[N:11][CH:10]=1)[C:3]([Cl:4])([Cl:5])[Cl:6] |f:3.4|. Procedure details: 150 ml of benzene was added to 10.0 g of N-(1-hydroxy-2,2,2-trichloroethyl)nicotinamide. 5.3 g of thionyl chloride was added dropwise thereto and the mixture was heated under reflux (60° to 80° C.) for about 5 h under stirring to complete the production of N-(1,2,2,2-tetrachloroethyl)nicotinamide. The reaction liquid was cooled to 30° C. or below. 20 ml of methanol was added to the liquid. 4.0 g of triethylamine was added dropwise to the liquid mixture while it was kept at 5° C. and the obtained... Starting materials: COc1ccc(N2CCOCC2)c2sc(N)nc12, COCc1ncc(C(=O)Oc2ccccc2)n1C. The product is COCc1ncc(C(=O)Nc2nc3c(OC)ccc(N4CCOCC4)c3s2)n1C. Reaction SMILES: [CH3:1][O:2][c:3]1[cH:4][cH:5][c:6]([N:13]2[CH2:14][CH2:15][O:16][CH2:17][CH2:18]2)[c:7]2[c:8]1[n:9][c:10]([NH2:12])[s:11]2.[c:19]1([O:25][C:26](=[O:20])[c:28]2[n:29]([CH3:36])[c:30]([CH2:33][O:34][CH3:35])[n:31][cH:32]2)[cH:21][cH:22][cH:23][cH:24][cH:27]1>>[CH3:1][O:2][c:3]1[cH:4][cH:5][c:6]([N:13]2[CH2:14][CH2:15][O:16][CH2:17][CH2:18]2)[c:7]2[c:8]1[n:9][c:10]([NH:12][C:26](=[O:25])[c:28]1[n:29]([CH3:36])[c:30]([CH2:33][O:34][CH3:35])[n:31][cH:32]1)[s:11]2. Reactants: C=CC.N1=CC=CC=C1 (pyridine propene). Reagents/catalysts: [Pt](=O)=O (platinum(IV) oxide). Solvent: CO (MeOH), CC(=O)O (AcOH). Product: C(C)(C)N1CCCCC1 (isopropyl piperidine). Yield: 137.9%. As a reaction SMILES: [CH2:1]=[CH:2][CH3:3].[N:4]1[CH:9]=[CH:8][CH:7]=[CH:6][CH:5]=1>CO.CC(O)=O.[Pt](=O)=O>[CH:2]([N:4]1[CH2:9][CH2:8][CH2:7][CH2:6][CH2:5]1)([CH3:3])[CH3:1] |f:0.1|. Reported procedure: A solution of O-protected pyridine propene (1.5 g, 5.7 mmol) and platinum(IV) oxide (258 mg) in MeOH (20 mL) and AcOH (4 ml) was hydrogenated 6 h at 40 psi. The final solution was filtered over CELITE, rinsed with MeOH then concentrated. The residue was diluted with 1 N NaOH, extracted with DCM and AcOEt, and the combined organic layers were dried over Na2SO4 and concentrated. The residue was quickly passed through a plug of silica gel (eluting hexanes/AcOEt 8:2) to provide 1.0 g (65%) of O-prot... Starting materials: Br, Cc1cccc(C(=O)CC2CCNCC2)c1, CC(=O)CC(C)C, C=C(C)n1c(=O)n(CCCCl)c2ccccc21, [Na+], [Na+], O=C([O-])[O-], O. Product: C=C(C)n1c(=O)n(CCCN2CCC(CC(=O)c3cccc(C)c3)CC2)c2ccccc21. RXN SMILES: [BrH:18].[CH3:19][c:20]1[cH:21][c:22]([C:26]([CH2:27][CH:28]2[CH2:29][CH2:30][NH:31][CH2:32][CH2:33]2)=[O:34])[cH:23][cH:24][cH:25]1.[CH3:41][CH:42]([CH3:43])[CH2:44][C:45](=[O:46])[CH3:47].[Cl:1][CH2:2][CH2:3][CH2:4][n:5]1[c:6](=[O:17])[n:7]([C:14](=[CH2:15])[CH3:16])[c:8]2[c:9]1[cH:10][cH:11][cH:12][cH:13]2.[Na+:35].[Na+:36].[O-:37][C:38](=[O:39])[O-:40].[OH2:48]>>[CH2:2]([CH2:3][CH2:4][n:5]1[c:6](=[O:17])[n:7]([C:14](=[CH2:15])[CH3:16])[c:8]2[c:9]1[cH:10][cH:11][cH:12][cH:13]2)[N:31]1[CH2:30][CH2:29][CH:28]([CH2:27][C:26]([c:22]2[cH:21][c:20]([CH3:19])[cH:25][cH:24][cH:23]2)=[O:34])[CH2:33][CH2:32]1.